This data is from the Open Reaction Database (ORD), a public repository of structured organic reaction records. The task is: describe an organic reaction: reactants, conditions, products, and yield Reactants: ClC(Cl)Cl, O=C(O)COc1ccc(F)cc1, C1CCOC1. The product is OCCOc1ccc(F)cc1. As a reaction SMILES: [CH:13]([Cl:14])([Cl:15])[Cl:16].[F:1][c:2]1[cH:3][cH:4][c:5]([O:6][CH2:7][C:8](=[O:9])[OH:10])[cH:11][cH:12]1.[O:17]1[CH2:18][CH2:19][CH2:20][CH2:21]1>>[F:1][c:2]1[cH:3][cH:4][c:5]([O:6][CH2:7][CH2:8][OH:9])[cH:11][cH:12]1. Reactants: ClC1=CC(=CC=C1)C(=O)OO (m-Chloroperbenzoic acid), FC1=C(C=CC(=C1)SC1=CC=CC=C1)NC([C@@](C(F)(F)F)(C)O)=O ((R)-N-[2-fluoro-4-(phenylthio)phenyl]2-hydroxy-2-methyl-3,3,3-trifluoropropanamide), CCOCC (Ether). Run in ClCCl (dichloromethane). Run at time 90 minute. Yields the product FC1=C(C=CC(=C1)S(=O)C1=CC=CC=C1)NC([C@@](C(F)(F)F)(C)O)=O ((R)-N-[2-Fluoro-4-(phenylsulphinyl)phenyl]-2-hydroxy-2-methyl-3,3,3-trifluoropropanamide). Yield: 62.3%. Reaction SMILES: ClC1C=CC=C(C(OO)=[O:9])C=1.[F:12][C:13]1[CH:18]=[C:17]([S:19][C:20]2[CH:25]=[CH:24][CH:23]=[CH:22][CH:21]=2)[CH:16]=[CH:15][C:14]=1[NH:26][C:27](=[O:35])[C@:28]([OH:34])([CH3:33])[C:29]([F:32])([F:31])[F:30].CCOCC>ClCCl>[F:12][C:13]1[CH:18]=[C:17]([S:19]([C:20]2[CH:21]=[CH:22][CH:23]=[CH:24][CH:25]=2)=[O:9])[CH:16]=[CH:15][C:14]=1[NH:26][C:27](=[O:35])[C@:28]([OH:34])([CH3:33])[C:29]([F:32])([F:30])[F:31]. Reported procedure: m-Chloroperbenzoic acid (55%, 0.157 g) was added to a solution of (R)-N-[2-fluoro-4-(phenylthio)phenyl]2-hydroxy-2-methyl-3,3,3-trifluoropropanamide (Method 7) (0.212 g) in dichloromethane (5 ml) and the mixture was stirred at ambient temperature for 90 minutes. Ether (20 ml) was added and the solution was washed with saturated aqueous sodium carbonate solution (2×10 ml) and brine then dried. Volatile material was removed by evaporation and the residue was purified by chromatography on a silica ... Reactants: N1=C(N=CC=C1)NCC1=CC=C(C=C1)[N+](=O)[O-] (4-(pyrimidin-2-ylaminomethyl)-nitrobenzene). Reagents/catalysts: [Ni] (Raney nickel). The product is N1=C(N=CC=C1)NCC1=CC=C(N)C=C1 (4-(pyrimidin-2-ylaminomethyl)-aniline). Reaction SMILES: [N:1]1[CH:6]=[CH:5][CH:4]=[N:3][C:2]=1[NH:7][CH2:8][C:9]1[CH:14]=[CH:13][C:12]([N+:15]([O-])=O)=[CH:11][CH:10]=1>[Ni]>[N:1]1[CH:6]=[CH:5][CH:4]=[N:3][C:2]=1[NH:7][CH2:8][C:9]1[CH:14]=[CH:13][C:12]([NH2:15])=[CH:11][CH:10]=1. Reported procedure: Prepared analogously to Example 55 by catalytic hydrogenation of 4-(pyrimidin-2-ylaminomethyl)-nitrobenzene with Raney nickel. Reactants: ClC1=C(C=C(CNC(C(C)(C)C)=O)C=C1)[N+](=O)[O-] (N-(4-chloro-3-nitrobenzyl)-2,2-dimethyl-propionamide). Reagents/catalysts: [Ni] (Ra—Ni). Run in C1CCOC1 (THF). Run at time 2 day. The product is NC=1C=C(CNC(C(C)(C)C)=O)C=CC1Cl (N-(3-Amino-4-chlorobenzyl)-2,2-dimethyl-propionamide). As a reaction SMILES: [Cl:1][C:2]1[CH:15]=[CH:14][C:5]([CH2:6][NH:7][C:8](=[O:13])[C:9]([CH3:12])([CH3:11])[CH3:10])=[CH:4][C:3]=1[N+:16]([O-])=O>[Ni].C1COCC1>[NH2:16][C:3]1[CH:4]=[C:5]([CH:14]=[CH:15][C:2]=1[Cl:1])[CH2:6][NH:7][C:8](=[O:13])[C:9]([CH3:12])([CH3:11])[CH3:10]. Reported procedure: A mixture of N-(4-chloro-3-nitrobenzyl)-2,2-dimethyl-propionamide (5.92 g, 21.9 mmol), THF (150 mL) and Ra—Ni (1.50 g) was stirred for 2 days at RT under a hydrogen atmosphere (3.0 bar). The catalyst was removed by filtration and the mixture was concentrated. The crude was purified by chromatography to give the sub-title compound. Reactants: COC(NC1=C(C=CC(=C1)OCCOCC1=CC=CC=C1)[N+](=O)[O-])=O ([5-(2-benzyloxy-ethoxy)-2-nitro-phenyl]-carbamic acid methyl ester), IC (iodomethane), [H-].[Na+] (NaH). The solvent is CN(C=O)C (dimethylformamide). Run at time 2 hour. The product is ethyl acetate hexanes, COC(N(C)C1=C(C=CC(=C1)OCCOCC1=CC=CC=C1)[N+](=O)[O-])=O ([5-(2-benzyloxy-ethoxy)-2-nitro-phenyl]-methyl-carbamic acid methyl ester). The yield is 44.0%. Reaction SMILES: [CH3:1][O:2][C:3](=[O:25])[NH:4][C:5]1[CH:10]=[C:9]([O:11][CH2:12][CH2:13][O:14][CH2:15][C:16]2[CH:21]=[CH:20][CH:19]=[CH:18][CH:17]=2)[CH:8]=[CH:7][C:6]=1[N+:22]([O-:24])=[O:23].I[CH3:27].[H-].[Na+]>CN(C)C=O>[CH3:1][O:2][C:3](=[O:25])[N:4]([C:5]1[CH:10]=[C:9]([O:11][CH2:12][CH2:13][O:14][CH2:15][C:16]2[CH:17]=[CH:18][CH:19]=[CH:20][CH:21]=2)[CH:8]=[CH:7][C:6]=1[N+:22]([O-:24])=[O:23])[CH3:27] |f:2.3|. Procedure: To a solution of [5-(2-benzyloxy-ethoxy)-2-nitro-phenyl]-carbamic acid methyl ester (2.03 g, 5.86 mmol) in anhydrous dimethylformamide (20 ml) was added iodomethane (1.82 ml, 29.3 mmol), followed by portion wise addition of NaH (0.35 g, 60%, 8.79 mmol). The reaction was stirred under nitrogen for 2 h. The reaction was quenched with NH4Cl (sat) (10 ml) and brine (10 ml), and the aqueous layer was extracted with ether (3×30 ml). The combined organics were dried over MgSO4, filtered and evaporated.... Starting materials: CN(C1(CCC(CC1)N)C1=CC=CC=C1)C (4-dimethylamino-4-phenyl-cyclohexylamine), C1(=CC=CC=C1)OC(NCCC1=CNC2=CC=C(C=C12)F)=O ([2-(5-fluoro-1H-indol-3-yl)-ethyl]-carbamic acid phenyl ester). Run in O1CCOCC1 (dioxane). Yields the product CN(C1(CCC(CC1)NC(=O)NCCC1=CNC2=CC=C(C=C12)F)C1=CC=CC=C1)C (1-(4-dimethylamino-4-phenylcyclohexyl)-3-[2-(5-fluoro-1H-indol-3-yl)ethyl]urea). As a reaction SMILES: [CH3:1][N:2]([CH3:16])[C:3]1([C:10]2[CH:15]=[CH:14][CH:13]=[CH:12][CH:11]=2)[CH2:8][CH2:7][CH:6]([NH2:9])[CH2:5][CH2:4]1.C1([O:23][C:24](=O)[NH:25][CH2:26][CH2:27][C:28]2[C:36]3[C:31](=[CH:32][CH:33]=[C:34]([F:37])[CH:35]=3)[NH:30][CH:29]=2)C=CC=CC=1>O1CCOCC1>[CH3:1][N:2]([CH3:16])[C:3]1([C:10]2[CH:15]=[CH:14][CH:13]=[CH:12][CH:11]=2)[CH2:8][CH2:7][CH:6]([NH:9][C:24]([NH:25][CH2:26][CH2:27][C:28]2[C:36]3[C:31](=[CH:32][CH:33]=[C:34]([F:37])[CH:35]=3)[NH:30][CH:29]=2)=[O:23])[CH2:5][CH2:4]1. Reported procedure: The more nonpolar diastereoisomer of 4-dimethylamino-4-phenyl-cyclohexylamine (218 mg, 1.0 mmole) was added to a solution of [2-(5-fluoro-1H-indol-3-yl)-ethyl]-carbamic acid phenyl ester (298 mg, 1.0 mmole) in dioxane (20 ml). The batch was then refluxed for 8 h. Working up was performed by removing dioxane by distillation and diluting the batch with water (10 ml). The batch was adjusted to pH 11 with 5M NaOH and extracted with EE (3×20 ml). The organic phase was dried with Na2SO4 and evaporated... Reactants: CCCCC1CCNCC1, CC#N, CCOC(C)=O, O=c1ccc2ccccc2n1CCCCl, [K+], [K+], O=C([O-])[O-]. Yields the product CCCCC1CCN(CCCn2c(=O)ccc3ccccc32)CC1. Reaction SMILES: [CH2:22]([CH2:23][CH2:24][CH3:25])[CH:26]1[CH2:27][CH2:28][NH:29][CH2:30][CH2:31]1.[CH3:32][C:33]#[N:34].[CH3:35][CH2:36][O:37][C:38]([CH3:39])=[O:40].[Cl:1][CH2:2][CH2:3][CH2:4][n:5]1[c:6](=[O:15])[cH:7][cH:8][c:9]2[cH:10][cH:11][cH:12][cH:13][c:14]12.[K+:16].[K+:17].[O-:18][C:19]([O-:20])=[O:21]>>[CH2:2]([CH2:3][CH2:4][n:5]1[c:6](=[O:15])[cH:7][cH:8][c:9]2[cH:10][cH:11][cH:12][cH:13][c:14]12)[N:29]1[CH2:28][CH2:27][CH:26]([CH2:22][CH2:23][CH2:24][CH3:25])[CH2:31][CH2:30]1. Starting materials: COC(=O)CNC(CCN(C)OC)CN(Cc1ccc(F)cc1)C(=O)OC(C)(C)C, ClCCl, O=C(O)C(F)(F)F. Yields the product CON(C)CCC1CN(Cc2ccc(F)cc2)C(=O)CN1. RXN SMILES: [C:1]([O:2][C:3](=[O:6])[N:8]([CH2:9][c:10]1[cH:11][cH:12][c:13]([F:16])[cH:14][cH:15]1)[CH2:17][CH:18]([CH2:19][CH2:20][N:21]([CH3:22])[O:23][CH3:24])[NH:25][CH2:26][C:27](=[O:5])[O:29][CH3:4])([CH3:7])([CH3:28])[CH3:30].[Cl:38][CH2:39][Cl:40].[F:31][C:32]([F:33])([F:34])[C:35]([OH:36])=[O:37]>>[N:8]1([CH2:9][c:10]2[cH:11][cH:12][c:13]([F:16])[cH:14][cH:15]2)[CH2:17][CH:18]([CH2:19][CH2:20][N:21]([CH3:22])[O:23][CH3:24])[NH:25][CH2:26][C:27]1=[O:29]. Starting materials: [I-], [Li+], CCC(C)C(C)C(=O)Nc1ccc2ncn3c(=O)c(C(=O)OC)cnc3c2c1, c1ccncc1. The product is CCC(C)C(C)C(=O)Nc1ccc2ncn3c(=O)c(C(=O)O)cnc3c2c1. RXN SMILES: [I-:29].[Li+:30].[O:1]=[c:2]1[c:3]([C:25](=[O:26])[O:27][CH3:28])[cH:4][n:5][c:6]2[n:7]1[cH:8][n:9][c:10]1[cH:11][cH:12][c:13]([NH:16][C:17]([CH:18]([CH:19]([CH2:20][CH3:21])[CH3:22])[CH3:23])=[O:24])[cH:14][c:15]21.[cH:31]1[cH:32][cH:33][n:34][cH:35][cH:36]1>>[O:1]=[c:2]1[c:3]([C:25](=[O:26])[OH:27])[cH:4][n:5][c:6]2[n:7]1[cH:8][n:9][c:10]1[cH:11][cH:12][c:13]([NH:16][C:17]([CH:18]([CH:19]([CH2:20][CH3:21])[CH3:22])[CH3:23])=[O:24])[cH:14][c:15]21.